From a dataset of the Open Reaction Database (ORD), a public repository of structured organic reaction records. describe an organic reaction: reactants, conditions, products, and yield Reactants: CC(C)(C)OC(=O)N1CCC(CCCOS(C)(=O)=O)CC1, Cc1cccc2[nH]ccc12, ClC(Cl)Cl, [H-], [Na+], CN(C)C=O. Yields the product Cc1cccc2c1ccn2CCCC1CCN(C(=O)OC(C)(C)C)CC1. As a reaction SMILES: [C:13]([CH3:14])([CH3:15])([CH3:16])[O:17][C:18](=[O:19])[N:20]1[CH2:21][CH2:22][CH:23]([CH2:26][CH2:27][CH2:28][O:29][S:30]([CH3:31])(=[O:32])=[O:33])[CH2:24][CH2:25]1.[CH3:1][c:2]1[c:3]2[cH:4][cH:5][nH:6][c:7]2[cH:8][cH:9][cH:10]1.[Cl:39][CH:40]([Cl:41])[Cl:42].[H-:12].[Na+:11].[O:34]=[CH:35][N:36]([CH3:37])[CH3:38]>>[CH3:1][c:2]1[c:3]2[cH:4][cH:5][n:6]([CH2:28][CH2:27][CH2:26][CH:23]3[CH2:22][CH2:21][N:20]([C:18]([O:17][C:13]([CH3:14])([CH3:15])[CH3:16])=[O:19])[CH2:25][CH2:24]3)[c:7]2[cH:8][cH:9][cH:10]1. Procedure details: To the mixture of 6-chlorooxindole (10 g, 60 mmol) and 1-(4-chloro-2-formyl-phenoxy)-cyclobutanecarboxylic acid methyl ester (18 g, 67 mmol) in methanol (100 mL) was added pyrrolidine (4.5 mg, 63 mmol) dropwise. The mixture was then heated at 80° C. for 1 h. After cooled to room temperature, the mixture was filtered and the precipitate was collected, dried to give the title compound (6 g). Yields the product COC(=O)C1(CCC1)OC1=C(C=C(C=C1)Cl)\C=C\1/C(NC2=CC(=CC=C12)Cl)=O (Z-1-[4-chloro-2-(6-chloro-2-oxo-1,2-dihydro-indol-3-ylidenemethyl)-phenoxy]-cyclobutanecarboxylic acid methyl ester). Starting materials: ClC1=CC=C2CC(NC2=C1)=O (6-chlorooxindole), COC(=O)C1(CCC1)OC1=C(C=C(C=C1)Cl)C=O (1-(4-chloro-2-formyl-phenoxy)-cyclobutanecarboxylic acid methyl ester), N1CCCC1 (pyrrolidine). Isolated yield 23.9%. Run in CO (methanol). As a reaction SMILES: [Cl:1][C:2]1[CH:10]=[C:9]2[C:5]([CH2:6][C:7](=[O:11])[NH:8]2)=[CH:4][CH:3]=1.[CH3:12][O:13][C:14]([C:16]1([O:20][C:21]2[CH:26]=[CH:25][C:24]([Cl:27])=[CH:23][C:22]=2[CH:28]=O)[CH2:19][CH2:18][CH2:17]1)=[O:15].N1CCCC1>CO>[CH3:12][O:13][C:14]([C:16]1([O:20][C:21]2[CH:26]=[CH:25][C:24]([Cl:27])=[CH:23][C:22]=2/[CH:28]=[C:6]2\[C:7](=[O:11])[NH:8][C:9]3[C:5]\2=[CH:4][CH:3]=[C:2]([Cl:1])[CH:10]=3)[CH2:19][CH2:18][CH2:17]1)=[O:15]. Run at temperature 80 celsius. As a reaction SMILES: Cl[CH:2]([CH2:8][C:9]1[CH:14]=[CH:13][C:12]([O:15][CH2:16][C:17]2([CH3:30])[CH2:26][C:25](=[O:27])[C:24]3[C:19](=[CH:20][C:21]([CH3:29])=[CH:22][C:23]=3[CH3:28])[O:18]2)=[CH:11][CH:10]=1)[C:3](OCC)=[O:4].[NH2:31][C:32](N)=[S:33].S1(CCCC1)(=O)=[O:36].Cl>COCCO>[CH3:30][C:17]1([CH2:16][O:15][C:12]2[CH:11]=[CH:10][C:9]([CH2:8][CH:2]3[S:33][C:32](=[O:36])[NH:31][C:3]3=[O:4])=[CH:14][CH:13]=2)[CH2:26][C:25](=[O:27])[C:24]2[C:19](=[CH:20][C:21]([CH3:29])=[CH:22][C:23]=2[CH3:28])[O:18]1. Solvent: COCCO (ethylene glycol monomethyl ether). Reactants: ClC(C(=O)OCC)CC1=CC=C(C=C1)OCC1(OC2=CC(=CC(=C2C(C1)=O)C)C)C (ethyl 2-chloro-3-[4-(2,5,7-trimethyl-4-oxochroman-2-ylmethoxy)phenyl]propionate), Cl (hydrochloric acid), NC(=S)N (thiourea), S1(=O)(=O)CCCC1 (sulfolane). Procedure: Following a procedure similar to that described in Example 1, but using 1.5 g of ethyl 2-chloro-3-[4-(2,5,7-trimethyl-4-oxochroman-2-ylmethoxy)phenyl]propionate (prepared as described in Preparation 29), 0.4 g of thiourea, 1.5 ml of sulfolane, 10 ml of ethylene glycol monomethyl ether and 5 ml of 2N aqueous hydrochloric acid, 1.13 g of the title compound were obtained as a pale yellow powder. The product is CC1(OC2=CC(=CC(=C2C(C1)=O)C)C)COC1=CC=C(CC2C(NC(S2)=O)=O)C=C1 (5-[4-(2,5,7-Trimethyl-4-oxochroman-2-ylmethoxy)benzyl]thiazolidine-2,4-dion). The reactants are O=C1CCC(=O)N1Br, O=C(OOC(=O)c1ccccc1)c1ccccc1, ClC(Cl)(Cl)Cl, Cc1ccc(-n2cnn(C)c2=O)cc1. Yields the product Cn1ncn(-c2ccc(CBr)cc2)c1=O. Reaction SMILES: [Br:33][N:34]1[C:35](=[O:36])[CH2:37][CH2:38][C:39]1=[O:40].[C:15]([O:16][O:17][C:18](=[O:19])[c:20]1[cH:21][cH:22][cH:23][cH:24][cH:25]1)(=[O:26])[c:27]1[cH:28][cH:29][cH:30][cH:31][cH:32]1.[C:41]([Cl:42])([Cl:43])([Cl:44])[Cl:45].[CH3:1][n:2]1[n:3][cH:4][n:5](-[c:8]2[cH:9][cH:10][c:11]([CH3:14])[cH:12][cH:13]2)[c:6]1=[O:7]>>[CH3:1][n:2]1[n:3][cH:4][n:5](-[c:8]2[cH:9][cH:10][c:11]([CH2:14][Br:33])[cH:12][cH:13]2)[c:6]1=[O:7]. The reactants are c12c(C(NCC1=C)=O)cccc2. Reagents/catalysts: c1ccc(cc1)-c2c3ccccc3cc4ccccc24 (9-Phenylanthracene), P1(c2c(P3[C@H](CC[C@@H]3C(C)C)C(C)C)cccc2)[C@H](CC[C@@H]1C(C)C)C(C)C ((R,R)-i-Pr-DUPHOS), C(C[Ru]CC(C)=C)(C)=C.C1CC=CCCC=C1 (Ru(Me-allyl)2(COD)). The solvent is C(CCl)Cl (DCE), CC1COC(=O)O1 (Propylene Carbonate). Reaction conditions: temperature 20 celsius, time 18 hour. The product is CC1CNC(=O)c2ccccc12. Reaction SMILES: [CH2:1]=[C:2]1[c:12]([c:7]2[C:5](=[O:6])[NH:4][CH2:3]1)[cH:11][cH:10][cH:9][cH:8]2>>[CH3:1][CH:2]1[c:12]([c:7]2[C:5](=[O:6])[NH:4][CH2:3]1)[cH:11][cH:10][cH:9][cH:8]2. Starting materials: N12C(C(CC2CC1=O)=O)C(=O)OCC1=CC=CC=C1 (benzyl 1-azabicyclo[3.2.0]heptan-3,7-dione-2-carboxylate), CC(=O)OC(=O)C (Ac2O). Solvent: N1=CC=CC=C1 (pyridine). The product is C(C)(=O)OC1=C(N2C(CC2C1)=O)C(=O)OCC1=CC=CC=C1 (benzyl 3-acetoxy-1-azabicyclo[3.2.0]hept-2-en-7-one-2-carboxylate). Reaction SMILES: [N:1]12[C:7](=[O:8])[CH2:6][CH:5]1[CH2:4][C:3](=[O:9])[CH:2]2[C:10]([O:12][CH2:13][C:14]1[CH:19]=[CH:18][CH:17]=[CH:16][CH:15]=1)=[O:11].[CH3:20][C:21](OC(C)=O)=[O:22]>N1C=CC=CC=1>[C:21]([O:9][C:3]1[CH2:4][CH:5]2[N:1]([C:7](=[O:8])[CH2:6]2)[C:2]=1[C:10]([O:12][CH2:13][C:14]1[CH:19]=[CH:18][CH:17]=[CH:16][CH:15]=1)=[O:11])(=[O:22])[CH3:20]. Reported procedure: A solution of benzyl 1-azabicyclo[3.2.0]heptan-3,7-dione-2-carboxylate (20 mg) in anhydrous pyridine (200 μl) and Ac2O (100 μl) is kept at 0° C. for 8 hrs. The mixture is evaporated in vacuo and the residue dissolved in EtOAc. This solution is washed with pH 2 phosphate buffer, 5% NaHCO3, and brine, dried with MgSO4, filtered, and evaporated i.v. to provide benzyl 3-acetoxy-1-azabicyclo[3.2.0]hept-2-en-7-one-2-carboxylate. By substituting Ac2O with ##STR25## in Method B, various 3-acyloxy deriva... The reactants are CO (methanol), CC1(CC(NC2=CC(=C(C=C12)OC)[N+](=O)[O-])=O)C (4,4-dimethyl-6-(methyloxy)-7-nitro-3,4-dihydro-2(1H)-quinolinone), [H][H] (hydrogen). Reagents/catalysts: [Pd] (Palladium on carbon). Solvent: C(C)(=O)OCC (ethyl acetate). Yields the product NC1=C(C=C2C(CC(NC2=C1)=O)(C)C)OC (7-amino-4,4-dimethyl-6-(methyloxy)-3,4-dihydro-2(1H)-quinolinone). Isolated yield 92.0%. RXN SMILES: [CH3:1][C:2]1([CH3:18])[C:11]2[C:6](=[CH:7][C:8]([N+:14]([O-])=O)=[C:9]([O:12][CH3:13])[CH:10]=2)[NH:5][C:4](=[O:17])[CH2:3]1.CO.[H][H]>C(OCC)(=O)C.[Pd]>[NH2:14][C:8]1[CH:7]=[C:6]2[C:11]([C:2]([CH3:1])([CH3:18])[CH2:3][C:4](=[O:17])[NH:5]2)=[CH:10][C:9]=1[O:12][CH3:13]. Procedure details: 4,4-dimethyl-6-(methyloxy)-7-nitro-3,4-dihydro-2(1H)-quinolinone (250 mg, 1.00 mmol) was dissolved in ethyl acetate (10 mL) and transferred to a Fischer Porter apparatus. 10% Palladium on carbon (250 mg, Aldrich) was added followed by methanol (20 mL) and the mixture stirred under 60 psi hydrogen pressure for 16 h. The pressure was released, the reaction vessel evacuated, and back-filled with nitrogen twice. The mixture was filtered through celite and the filtrate was concentrated to provide 7-a...